From a dataset of the Open Reaction Database (ORD), a public repository of structured organic reaction records. describe an organic reaction: reactants, conditions, products, and yield Reactants: C1CCC(CC1)N=C=NC2CCCCC2 (DCC), NCCC(=O)N(CC)C=1C(=NN(C1)C=1C=NC=CC1)Cl (3-amino-N-(3-chloro-1-(pyridin-3-yl)-1H-pyrazol-4-yl)-N-ethylpropanamide), FC1(C(C1)(C(=O)O)C)F (2,2-difluoro-1-methylcyclopropanecarboxylic acid). Reagents/catalysts: CN(C)C=1C=CN=CC1 (DMAP). Run in C(Cl)Cl (CH2Cl2). Run at time 8 hour. The product is ClC1=NN(C=C1N(C(CCNC(=O)C1(C(C1)(F)F)C)=O)CC)C=1C=NC=CC1 (N-(3-((3-chloro-1-(pyridin-3-yl)-1H-pyrazol-4-yl)(ethyl)amino)-3-oxopropyl)-2,2-difluoro-1-methylcyclopropanecarboxamide), compound C2. RXN SMILES: [NH2:1][CH2:2][CH2:3][C:4]([N:6]([C:9]1[C:10]([Cl:20])=[N:11][N:12]([C:14]2[CH:15]=[N:16][CH:17]=[CH:18][CH:19]=2)[CH:13]=1)[CH2:7][CH3:8])=[O:5].[F:21][C:22]1([F:29])[CH2:24][C:23]1([CH3:28])[C:25](O)=[O:26].C1CCC(N=C=NC2CCCCC2)CC1>CN(C1C=CN=CC=1)C.C(Cl)Cl>[Cl:20][C:10]1[C:9]([N:6]([CH2:7][CH3:8])[C:4](=[O:5])[CH2:3][CH2:2][NH:1][C:25]([C:23]2([CH3:28])[CH2:24][C:22]2([F:29])[F:21])=[O:26])=[CH:13][N:12]([C:14]2[CH:15]=[N:16][CH:17]=[CH:18][CH:19]=2)[N:11]=1. Procedure: A solution of 3-amino-N-(3-chloro-1-(pyridin-3-yl)-1H-pyrazol-4-yl)-N-ethylpropanamide (0.074 mg, 0.25 mmol), DMAP (0.047 mg, 0.38 mmol), 2,2-difluoro-1-methylcyclopropanecarboxylic acid (0.052 mg, 0.38 mmol) in dry CH2Cl2 (1.69 mL) was cooled to a temperature of about 0° C. under N2. DCC (0.13 g, 0.61 mmol) was added, and the reaction was slowly warmed up to room temperature under N2, then stirred at room temperature overnight. The reaction mixture was filtered using additional CH2Cl2 (0.5 mL) ... Reaction SMILES: [C:1]([CH3:2])([CH3:3])([CH3:4])[c:5]1[cH:6][cH:7][c:8](-[c:11]2[nH:12][c:13](-[c:21]3[cH:22][cH:23][c:24]([N+:27](=[O:28])[O-:29])[cH:25][cH:26]3)[c:14]([C:16](=[O:17])[O:18][CH2:19][CH3:20])[n:15]2)[cH:9][cH:10]1.[CH2:32]([OH:33])[CH3:34].[Na+:31].[OH-:30]>>[C:1]([CH3:2])([CH3:3])([CH3:4])[c:5]1[cH:6][cH:7][c:8](-[c:11]2[nH:12][c:13](-[c:21]3[cH:22][cH:23][c:24]([N+:27](=[O:28])[O-:29])[cH:25][cH:26]3)[c:14]([C:16](=[O:17])[OH:18])[n:15]2)[cH:9][cH:10]1. Starting materials: CCOC(=O)c1nc(-c2ccc(C(C)(C)C)cc2)[nH]c1-c1ccc([N+](=O)[O-])cc1, CCO, [Na+], [OH-]. Product: CC(C)(C)c1ccc(-c2nc(C(=O)O)c(-c3ccc([N+](=O)[O-])cc3)[nH]2)cc1. Starting materials: BrB(Br)Br, COc1ccc(Br)c2c1CCN(S(=O)(=O)c1ccc(Oc3ccc(F)cc3)cc1)C2C(=O)O, ClCCl. Product: O=C(O)C1c2c(Br)ccc(O)c2CCN1S(=O)(=O)c1ccc(Oc2ccc(F)cc2)cc1. RXN SMILES: [B:34]([Br:35])([Br:36])[Br:37].[Br:1][c:2]1[cH:3][cH:4][c:5]([O:32][CH3:33])[c:6]2[c:11]1[CH:10]([C:12](=[O:13])[OH:14])[N:9]([S:15](=[O:16])(=[O:17])[c:18]1[cH:19][cH:20][c:21]([O:24][c:25]3[cH:26][cH:27][c:28]([F:31])[cH:29][cH:30]3)[cH:22][cH:23]1)[CH2:8][CH2:7]2.[Cl:38][CH2:39][Cl:40]>>[Br:1][c:2]1[cH:3][cH:4][c:5]([OH:32])[c:6]2[c:11]1[CH:10]([C:12](=[O:13])[OH:14])[N:9]([S:15](=[O:16])(=[O:17])[c:18]1[cH:19][cH:20][c:21]([O:24][c:25]3[cH:26][cH:27][c:28]([F:31])[cH:29][cH:30]3)[cH:22][cH:23]1)[CH2:8][CH2:7]2. The reactants are CC(=O)O, CNC(=O)C(CC(C)C)NC(=O)C(CC(C)C)CP(=O)(CN)OC, O=C1OC(=O)c2c1cccc2[N+](=O)[O-]. Yields the product CNC(=O)C(CC(C)C)NC(=O)C(CC(C)C)CP(=O)(CN1C(=O)c2cccc([N+](=O)[O-])c2C1=O)OC. As a reaction SMILES: [C:1]([OH:2])(=[O:3])[CH3:4].[CH3:5][O:6][P:7](=[O:8])([CH2:9][CH:10]([CH2:11][CH:12]([CH3:13])[CH3:14])[C:15]([NH:16][CH:17]([CH2:18][CH:19]([CH3:20])[CH3:21])[C:22]([NH:23][CH3:24])=[O:25])=[O:26])[CH2:27][NH2:28].[N+:29](=[O:30])([O-:31])[c:32]1[c:33]2[c:34]([cH:40][cH:41][cH:42]1)[C:35](=[O:36])[O:37][C:38]2=[O:39]>>[CH3:5][O:6][P:7](=[O:8])([CH2:9][CH:10]([CH2:11][CH:12]([CH3:13])[CH3:14])[C:15]([NH:16][CH:17]([CH2:18][CH:19]([CH3:20])[CH3:21])[C:22]([NH:23][CH3:24])=[O:25])=[O:26])[CH2:27][N:28]1[C:35](=[O:36])[c:34]2[c:33]([c:32]([N+:29](=[O:30])[O-:31])[cH:42][cH:41][cH:40]2)[C:38]1=[O:37]. RXN SMILES: O1[C:5]2([CH2:10][CH2:9][N:8]([C:11]3[CH:16]=[CH:15][C:14](/[CH:17]=[CH:18]/[C:19]([OH:21])=[O:20])=[CH:13][CH:12]=3)[CH2:7][CH2:6]2)OCC1.[NH2:22][CH2:23][C@@H:24]([C:26]1[CH:27]=[CH:28][C:29]([OH:37])=[C:30]([NH:32][S:33]([CH3:36])(=[O:35])=[O:34])[CH:31]=1)[OH:25].C(O)(=O)C>CO.[Pd]>[OH:25][C@H:24]([C:26]1[CH:27]=[CH:28][C:29]([OH:37])=[C:30]([NH:32][S:33]([CH3:36])(=[O:35])=[O:34])[CH:31]=1)[CH2:23][NH:22][CH:5]1[CH2:6][CH2:7][N:8]([C:11]2[CH:12]=[CH:13][C:14]([CH2:17][CH2:18][C:19]([OH:21])=[O:20])=[CH:15][CH:16]=2)[CH2:9][CH2:10]1. Isolated yield 94.2%. Run in CO (methanol). Reactants: O1CCOC12CCN(CC2)C2=CC=C(C=C2)/C=C/C(=O)O ((E)-3-[4-(1,4-Dioxa-8-aza-spiro[4.5]dec-8-yl)-phenyl]-acrylic acid), NC[C@H](O)C=1C=CC(=C(C1)NS(=O)(=O)C)O (N-[5-((1R)-2-Amino-1-hydroxy-ethyl)-2-hydroxy-phenyl]-methane-sulfonamide), C(C)(=O)O (acetic acid). Reagents/catalysts: [Pd] (Pd/C). Procedure details: A solution of (E)-3-[4-(4-oxo-piperidine-1-yl)-phenyl]-acrylic acid (which was obtained in Example 170) (0.10 g, 0.40 mmol) and N-[5-((1R)-2-Amino-1-hydroxy-ethyl)-2-hydroxy-phenyl]-methane-sulfonamide (which was obtained in Example 10) (0.12 g, 0.48 mmol) in methanol (15 mL) was treated with acetic acid (0.03 g, 0.5 mmol), and 0.05 g of 10% Pd/C. The mixture was hydrogenated at 25 psi for 24 h, and then filtered through Celite and evaporated. The residue was triturated with ether to give 0.18 g... Run at time 24 hour. Yields the product O[C@@H](CNC1CCN(CC1)C1=CC=C(C=C1)CCC(=O)O)C1=CC(=C(C=C1)O)NS(=O)(=O)C (3-(4-{4-[(R)-2-Hydroxy-2-(4-hydroxy-3-methanesulfonylamino-phenyl)-ethylamino]-piperidine-1-yl}-phenyl)-propionic acid). The reactants are CC(C)COC(=O)Nc1ccc(Br)cc1, [Li]CCCC, C1CCOC1, O=C1CCSCC1. Product: CC(C)COC(=O)Nc1ccc(C2(O)CCSCC2)cc1. Reaction SMILES: [Br:1][c:2]1[cH:3][cH:4][c:5]([NH:8][C:9]([O:10][CH2:11][CH:12]([CH3:13])[CH3:14])=[O:15])[cH:6][cH:7]1.[CH2:16]([Li:17])[CH2:18][CH2:19][CH3:20].[O:28]1[CH2:29][CH2:30][CH2:31][CH2:32]1.[S:21]1[CH2:22][CH2:23][C:24](=[O:27])[CH2:25][CH2:26]1>>[c:2]1([C:24]2([OH:27])[CH2:23][CH2:22][S:21][CH2:26][CH2:25]2)[cH:3][cH:4][c:5]([NH:8][C:9]([O:10][CH2:11][CH:12]([CH3:13])[CH3:14])=[O:15])[cH:6][cH:7]1. Starting materials: COCN(c1cc(Cl)cnc1Br)S(=O)(=O)c1ccc(Cl)c(C(F)(F)F)c1, CON(C)C(=O)c1ccccc1Br, C1CCOC1, CC(C)[Mg+], [Cl-]. Product: COCN(c1cc(Cl)cnc1C(=O)c1ccccc1Br)S(=O)(=O)c1ccc(Cl)c(C(F)(F)F)c1. RXN SMILES: [Br:1][c:2]1[n:3][cH:4][c:5]([Cl:26])[cH:6][c:7]1[N:8]([S:9](=[O:10])(=[O:11])[c:12]1[cH:13][c:14]([C:19]([F:20])([F:21])[F:22])[c:15]([Cl:18])[cH:16][cH:17]1)[CH2:23][O:24][CH3:25].[Br:32][c:33]1[c:34]([C:35](=[O:36])[N:37]([O:38][CH3:39])[CH3:40])[cH:41][cH:42][cH:43][cH:44]1.[CH2:45]1[O:46][CH2:47][CH2:48][CH2:49]1.[CH:28]([Mg+:29])([CH3:30])[CH3:31].[Cl-:27]>>[c:2]1([C:35]([c:34]2[c:33]([Br:32])[cH:44][cH:43][cH:42][cH:41]2)=[O:36])[n:3][cH:4][c:5]([Cl:26])[cH:6][c:7]1[N:8]([S:9](=[O:10])(=[O:11])[c:12]1[cH:13][c:14]([C:19]([F:20])([F:21])[F:22])[c:15]([Cl:18])[cH:16][cH:17]1)[CH2:23][O:24][CH3:25]. The reactants are CC=1SC=CN1 (2-methyl-1,3-thiazole), C(CCC)[Li].CCCCCC (n-butyllithium hexane), O=C(C(=O)OCC)C (ethyl 2-oxopropanoate), [Cl-].[NH4+] (ammonium chloride). Solvent: C1CCOC1 (THF), C1CCOC1 (THF). Run at time 30 minute. Product: OC(C(=O)OCC)(C)C1=CN=C(S1)C (ethyl 2-hydroxy-2-(2-methyl-1,3-thiazol-5-yl)propanoate). As a reaction SMILES: [CH3:1][C:2]1[S:3][CH:4]=[CH:5][N:6]=1.C([Li])CCC.CCCCCC.[O:18]=[C:19]([CH3:25])[C:20]([O:22][CH2:23][CH3:24])=[O:21].[Cl-].[NH4+]>C1COCC1>[OH:18][C:19]([C:4]1[S:3][C:2]([CH3:1])=[N:6][CH:5]=1)([CH3:25])[C:20]([O:22][CH2:23][CH3:24])=[O:21] |f:1.2,4.5|. Procedure details: To a solution of 1.5 g of 2-methyl-1,3-thiazole in 20 ml of THF was added 5.5 ml of a 2.76 M n-butyllithium/hexane solution at −78° C., followed by stirring for 30 minutes. To the reaction mixture was added dropwise a solution of 2 ml of ethyl 2-oxopropanoate in 10 ml of THF, followed by stirring at −78° C. for 1 hour. To the reaction mixture was added a saturated aqueous ammonium chloride solution, followed by extraction with ethyl acetate. The organic layer was washed with a saturated aqueous ... Reactants: O=C1C=CCC1, C[O-], CO, [Cl-], [NH4+], [Na+], Cc1nnc(CS(=O)(=O)c2ccccc2)o1. The product is Cc1nnc(C(C2CCC(=O)C2)S(=O)(=O)c2ccccc2)o1. RXN SMILES: [C:20]1(=[O:25])[CH:21]=[CH:22][CH2:23][CH2:24]1.[CH3:17][O-:18].[CH3:26][OH:27].[Cl-:28].[NH4+:29].[Na+:19].[c:1]1([S:7](=[O:8])(=[O:9])[CH2:10][c:11]2[o:12][c:13]([CH3:16])[n:14][n:15]2)[cH:2][cH:3][cH:4][cH:5][cH:6]1>>[c:1]1([S:7](=[O:8])(=[O:9])[CH:10]([c:11]2[o:12][c:13]([CH3:16])[n:14][n:15]2)[CH:22]2[CH2:21][C:20](=[O:25])[CH2:24][CH2:23]2)[cH:2][cH:3][cH:4][cH:5][cH:6]1.